Dataset: the Open Reaction Database (ORD), a public repository of structured organic reaction records. Task: describe an organic reaction: reactants, conditions, products, and yield Starting materials: COc1ccc(C(O)c2c(OCc3ccccc3)nn(C(C)C)c2Br)cc1, ClCCl. Product: COc1ccc(C(=O)c2c(OCc3ccccc3)nn(C(C)C)c2Br)cc1. As a reaction SMILES: [CH2:1]([c:2]1[cH:3][cH:4][cH:5][cH:6][cH:7]1)[O:8][c:9]1[n:10][n:11]([CH:25]([CH3:26])[CH3:27])[c:12]([Br:24])[c:13]1[CH:14]([c:15]1[cH:16][cH:17][c:18]([O:21][CH3:22])[cH:19][cH:20]1)[OH:23].[Cl:28][CH2:29][Cl:30]>>[CH2:1]([c:2]1[cH:3][cH:4][cH:5][cH:6][cH:7]1)[O:8][c:9]1[n:10][n:11]([CH:25]([CH3:26])[CH3:27])[c:12]([Br:24])[c:13]1[C:14]([c:15]1[cH:16][cH:17][c:18]([O:21][CH3:22])[cH:19][cH:20]1)=[O:23]. The reactants are CSC1=CC=C(C=C1)NCC=1C=NC=CC1 (3-(4-methylthiophenylaminomethyl)pyridine), C([O-])(O)=O.[Na+] (sodium bicarbonate), C([O-])([O-])=O.[K+].[K+] (potassium carbonate), ClCS(=O)(=O)Cl (chloromethanesulfonyl chloride). Solvent: ClCCl (dichloromethane). Reaction conditions: time 4 day. Product: CSC1=CC=C(C=C1)N(S(=O)(=O)CCl)CC=1C=NC=CC1 (N-(4-methylthiophenyl)-N-(pyridin-3-ylmethyl)chloromethanesulfonamide). RXN SMILES: [CH3:1][S:2][C:3]1[CH:8]=[CH:7][C:6]([NH:9][CH2:10][C:11]2[CH:12]=[N:13][CH:14]=[CH:15][CH:16]=2)=[CH:5][CH:4]=1.C(=O)([O-])[O-].[K+].[K+].[Cl:23][CH2:24][S:25](Cl)(=[O:27])=[O:26].C(=O)(O)[O-].[Na+]>ClCCl>[CH3:1][S:2][C:3]1[CH:4]=[CH:5][C:6]([N:9]([CH2:10][C:11]2[CH:12]=[N:13][CH:14]=[CH:15][CH:16]=2)[S:25]([CH2:24][Cl:23])(=[O:27])=[O:26])=[CH:7][CH:8]=1 |f:1.2.3,5.6|. Procedure details: A 3.4 g. portion of 3-(4-methylthiophenylaminomethyl)pyridine was dissolved in 25 ml. of dichloromethane, and 4.1 g. of potassium carbonate and 4.5 g. of chloromethanesulfonyl chloride were added. The mixture was stirred at ambient temperature for 4 days, and then 20 ml. of aqueous sodium bicarbonate was added. The mixture was extracted with 15 ml. of dichloromethane, and the organic phase was washed with aqueous sodium bicarbonate, dried and evaporated to an oil. The oil was dissolved in dichlo...